Dataset: the Open Reaction Database (ORD), a public repository of structured organic reaction records. Task: describe an organic reaction: reactants, conditions, products, and yield The reactants are CC(C)=O, CCCn1nc(C)c([N+](=O)[O-])c1C(=O)Cl, [NH4+], [OH-]. Product: CCCn1nc(C)c([N+](=O)[O-])c1C(N)=O. RXN SMILES: [CH3:18][C:19](=[O:20])[CH3:21].[CH3:1][c:2]1[n:3][n:4]([CH2:13][CH2:14][CH3:15])[c:5]([C:10](=[O:11])[Cl:12])[c:6]1[N+:7](=[O:8])[O-:9].[NH4+:16].[OH-:17]>>[CH3:1][c:2]1[n:3][n:4]([CH2:13][CH2:14][CH3:15])[c:5]([C:10](=[O:11])[NH2:16])[c:6]1[N+:7](=[O:8])[O-:9]. The reactants are NC1=C(C=CC(=C1)OC)S (2-amino-4-methoxybenzenethiol), [OH-].[Na+] (sodium hydroxide), C(=S)=S (carbon disulfide). Solvent: C(C)O (ethanol). The product is COC=1C=CC2=C(N=C(S2)S)C1 (5-methoxy-2-benzothiazolethiol). The yield is 78.9%. As a reaction SMILES: [NH2:1][C:2]1[CH:7]=[C:6]([O:8][CH3:9])[CH:5]=[CH:4][C:3]=1[SH:10].[OH-].[Na+].[C:13](=S)=[S:14]>C(O)C>[CH3:9][O:8][C:6]1[CH:5]=[CH:4][C:3]2[S:10][C:13]([SH:14])=[N:1][C:2]=2[CH:7]=1 |f:1.2|. Procedure: A mixture of 2-amino-4-methoxybenzenethiol (7.0 g, 0.045 mole), sodium hydroxide (4.4 g, 0.11 mole) and carbon disulfide (8.06 g, 0.11 mole) in 90% aqueous ethanol (100 ml.) was heated at reflux for 2 hours, filtered, diluted with ice-water and acidified with hydrochloric acid to give 7.0 g of 5-methoxy-2-benzothiazolethiol which melts at 192°-4° C. after recrystallization from benzene. RXN SMILES: [C:26]([O-:27])(=[O:28])[CH3:29].[C:31]([O-:32])(=[O:33])[CH3:34].[CH3:1][c:2]1[cH:3][cH:4][cH:5][c:6]([C:8]([OH:9])=[O:10])[cH:7]1.[F:11][C:12]([c:13]1[cH:14][c:15]([I:23])[cH:16][c:17]([C:19]([F:20])([F:21])[F:22])[cH:18]1)([F:24])[F:25].[Pd+2:30]>>[CH3:1][c:2]1[cH:3][cH:4][c:5](-[c:15]2[cH:14][c:13]([C:12]([F:11])([F:24])[F:25])[cH:18][c:17]([C:19]([F:20])([F:21])[F:22])[cH:16]2)[c:6]([C:8]([OH:9])=[O:10])[cH:7]1. The product is Cc1ccc(-c2cc(C(F)(F)F)cc(C(F)(F)F)c2)c(C(=O)O)c1. Starting materials: CC(=O)[O-], CC(=O)[O-], Cc1cccc(C(=O)O)c1, FC(F)(F)c1cc(I)cc(C(F)(F)F)c1, [Pd+2]. Starting materials: CC(C)(C)[O-], CI, CS(C)=O, CO, O=C(Nc1ccn(Cc2ccc(O)cc2Cl)n1)c1c(F)cccc1F, [K+]. The product is COc1ccc(Cn2ccc(NC(=O)c3c(F)cccc3F)n2)c(Cl)c1. Reaction SMILES: [CH3:26][C:27]([CH3:28])([O-:29])[CH3:30].[CH3:32][I:33].[CH3:34][S:35]([CH3:36])=[O:37].[CH3:38][OH:39].[Cl:1][c:2]1[c:3]([CH2:9][n:10]2[n:11][c:12]([NH:15][C:16]([c:17]3[c:18]([F:24])[cH:19][cH:20][cH:21][c:22]3[F:23])=[O:25])[cH:13][cH:14]2)[cH:4][cH:5][c:6]([OH:8])[cH:7]1.[K+:31]>>[Cl:1][c:2]1[c:3]([CH2:9][n:10]2[n:11][c:12]([NH:15][C:16]([c:17]3[c:18]([F:24])[cH:19][cH:20][cH:21][c:22]3[F:23])=[O:25])[cH:13][cH:14]2)[cH:4][cH:5][c:6]([O:8][CH3:26])[cH:7]1. Starting materials: C(#N)C(CNCCCCCCCCNCC(C#N)C#N)C#N (N,N'-Bis-[2,2'-bis(cyano)ethyl]-1,8-diamino-octane), Cl (HCl), [H][H] (hydrogen). The product is Cl.Cl.Cl.Cl.NCCCNCCCCCCCCNCCCN (1,5,14,18-Tetraazaoctadecane tetrahydrochloride). Procedure: Combine 50.0 gm of the product of Example 1, 2.0 gm PtO2, 133 ml of conc. HCl at 45 lbs./sq.in. in a shaker flask until hydrogen is no longer taken up. Filter the resulting mixture, evaporate the solvent and triturate the product with 1 liter of EtOH. Filter and dry the product to obtain 51.6 gm of the title compound, Rf is 0.17 (silica gel plates eluted with 40% conc. NH3 /CH3OH). Reagents/catalysts: O=[Pt]=O (PtO2). As a reaction SMILES: [C:1]([CH:3](C#N)[CH2:4][NH:5][CH2:6][CH2:7][CH2:8][CH2:9][CH2:10][CH2:11][CH2:12][CH2:13][NH:14][CH2:15][CH:16](C#N)[C:17]#[N:18])#[N:2].[ClH:23].[H][H]>O=[Pt]=O>[ClH:23].[ClH:23].[ClH:23].[ClH:23].[NH2:18][CH2:17][CH2:16][CH2:15][NH:14][CH2:13][CH2:12][CH2:11][CH2:10][CH2:9][CH2:8][CH2:7][CH2:6][NH:5][CH2:4][CH2:3][CH2:1][NH2:2] |f:4.5.6.7.8|. Product: COC(=O)c1ccc(SC(Cn2ccnc2)c2cccc(OC)c2)cc1. Starting materials: CN(C)C=O, COc1cccc(C(Cl)Cn2ccnc2)c1, [H-], [Na+], COC(=O)c1ccc(S)cc1. RXN SMILES: [CH3:30][N:31]([CH3:32])[CH:33]=[O:34].[Cl:14][CH:15]([CH2:16][n:17]1[cH:18][n:19][cH:20][cH:21]1)[c:22]1[cH:23][c:24]([O:28][CH3:29])[cH:25][cH:26][cH:27]1.[H-:1].[Na+:2].[SH:3][c:4]1[cH:5][cH:6][c:7]([C:8](=[O:9])[O:10][CH3:11])[cH:12][cH:13]1>>[S:3]([c:4]1[cH:5][cH:6][c:7]([C:8](=[O:9])[O:10][CH3:11])[cH:12][cH:13]1)[CH:15]([CH2:16][n:17]1[cH:18][n:19][cH:20][cH:21]1)[c:22]1[cH:23][c:24]([O:28][CH3:29])[cH:25][cH:26][cH:27]1. Starting materials: S(O)(O)(=O)=O (sulfuric acid), [N+](=O)(O)[O-] (nitric acid), C(C)(=O)O (acetic acid), OC1=NC=NC=2N1N=CC2C2=CC=CC=C2 (4-hydroxy-8-phenylpyrazolo[1,5-a]-1,3,5-triazine). Solvent: O (water). Reaction conditions: time 1 hour. Yields the product OC1=NC=NC=2N1N=CC2C2=CC=C(C=C2)[N+](=O)[O-] (4-Hydroxy-8-(4-nitrophenyl)pyrazolo[1,5-a]-1,3,5-triazine). As a reaction SMILES: S(=O)(=O)(O)O.[N+:6]([O-:9])(O)=[O:7].C(O)(=O)C.[OH:14][C:15]1[N:20]2[N:21]=[CH:22][C:23]([C:24]3[CH:29]=[CH:28][CH:27]=[CH:26][CH:25]=3)=[C:19]2[N:18]=[CH:17][N:16]=1>O>[OH:14][C:15]1[N:20]2[N:21]=[CH:22][C:23]([C:24]3[CH:29]=[CH:28][C:27]([N+:6]([O-:9])=[O:7])=[CH:26][CH:25]=3)=[C:19]2[N:18]=[CH:17][N:16]=1. Reported procedure: To a mixture of conc. sulfuric acid (0.5 ml), conc. nitric acid (0.5 ml) and acetic acid (2 ml) is addded 4-hydroxy-8-phenylpyrazolo[1,5-a]-1,3,5-triazine (310 mg), and the mixture is stirred at 50°-60° C. After reacting for one hour, to the reaction mixture is added water. The insoluble material is separated by filtration, washed with water and hot methanol and dried to give the title compound (210 mg).